Task: describe an organic reaction: reactants, conditions, products, and yield. Dataset: the Open Reaction Database (ORD), a public repository of structured organic reaction records Starting materials: CCOC(=O)Cc1ccc(OC)c(Oc2ccc([N+](=O)[O-])cc2CSCC(F)(F)F)c1, CN(C)N, CCO, [Cl-]. The product is CCOC(=O)Cc1ccc(OC)c(Oc2ccc(N)cc2CSCC(F)(F)F)c1. Reaction SMILES: [CH2:1]([CH3:2])[O:3][C:4]([CH2:5][c:6]1[cH:7][c:8]([O:14][c:15]2[c:16]([CH2:24][S:25][CH2:26][C:27]([F:28])([F:29])[F:30])[cH:17][c:18]([N+:21]([O-:22])=[O:23])[cH:19][cH:20]2)[c:9]([O:12][CH3:13])[cH:10][cH:11]1)=[O:31].[CH3:33][N:34]([NH2:35])[CH3:36].[CH3:37][CH2:38][OH:39].[Cl-:32]>>[CH2:1]([CH3:2])[O:3][C:4]([CH2:5][c:6]1[cH:7][c:8]([O:14][c:15]2[c:16]([CH2:24][S:25][CH2:26][C:27]([F:28])([F:29])[F:30])[cH:17][c:18]([NH2:21])[cH:19][cH:20]2)[c:9]([O:12][CH3:13])[cH:10][cH:11]1)=[O:31].